Dataset: the Open Reaction Database (ORD), a public repository of structured organic reaction records. Task: describe an organic reaction: reactants, conditions, products, and yield Reactants: COC(C)[Si](C)(C)C, CN(C)C=O, ClCCCI, Cc1ccc(F)cc1C1NC(=O)CC(c2cccc(Cl)c2)C12C(=O)Nc1cc(Cl)ccc12, [H-], [Li+]. Product: COC(C)[Si](C)(C)C, Cc1ccc(F)cc1C1N(CCCCl)C(=O)CC(c2cccc(Cl)c2)C12C(=O)Nc1cc(Cl)ccc12. Reaction SMILES: [CH3:1][O:2][CH:3]([CH3:4])[Si:5]([CH3:6])([CH3:7])[CH3:8].[CH3:48][N:49]([CH3:50])[CH:51]=[O:52].[Cl:43][CH2:44][CH2:45][CH2:46][I:47].[Cl:9][c:10]1[cH:11][cH:12][c:13]2[c:17]([cH:18]1)[NH:16][C:15](=[O:19])[C:14]21[CH:20]([c:33]2[c:34]([CH3:40])[cH:35][cH:36][c:37]([F:39])[cH:38]2)[NH:21][C:22](=[O:32])[CH2:23][CH:24]1[c:25]1[cH:26][c:27]([Cl:31])[cH:28][cH:29][cH:30]1.[H-:41].[Li+:42]>>[CH3:1][O:2][CH:3]([CH3:4])[Si:5]([CH3:6])([CH3:7])[CH3:8].[Cl:9][c:10]1[cH:11][cH:12][c:13]2[c:17]([cH:18]1)[NH:16][C:15](=[O:19])[C:14]21[CH:20]([c:33]2[c:34]([CH3:40])[cH:35][cH:36][c:37]([F:39])[cH:38]2)[N:21]([CH2:46][CH2:45][CH2:44][Cl:43])[C:22](=[O:32])[CH2:23][CH:24]1[c:25]1[cH:26][c:27]([Cl:31])[cH:28][cH:29][cH:30]1. The reactants are [Br-], CC(C)(C)OC(=O)CC(NC(=O)C1CCCN2C(=O)CCC(NC(=O)c3ccccc3)C(=O)N12)C(=O)COC(=O)c1c(Cl)cccc1Cl, CC(C)(C)OC(=O)CC(NC(=O)C1CCCN2C(=O)CCC(NS(C)(=O)=O)C(=O)N12)C(O)c1ncc(-c2c(Cl)cccc2Cl)o1, ClCCl, [K+]. Yields the product CC(C)(C)OC(=O)CC(NC(=O)C1CCCN2C(=O)CCC(NS(C)(=O)=O)C(=O)N12)C(=O)c1ncc(-c2c(Cl)cccc2Cl)o1. As a reaction SMILES: [Br-:94].[C:46]([NH:47][CH:48]1[C:49](=[O:50])[N:51]2[CH:52]([C:53]([NH:54][CH:55]([C:56](=[O:57])[CH2:58][O:59][C:60](=[O:61])[c:62]3[c:63]([Cl:64])[cH:65][cH:66][cH:67][c:68]3[Cl:69])[CH2:70][C:71]([O:72][C:73]([CH3:74])([CH3:75])[CH3:76])=[O:77])=[O:78])[CH2:79][CH2:80][CH2:81][N:82]2[C:83](=[O:84])[CH2:85][CH2:86]1)(=[O:87])[c:88]1[cH:89][cH:90][cH:91][cH:92][cH:93]1.[Cl:1][c:2]1[c:3](-[c:9]2[cH:10][n:11][c:12]([CH:14]([CH:15]([CH2:16][C:17](=[O:18])[O:19][C:20]([CH3:21])([CH3:22])[CH3:23])[NH:24][C:25](=[O:26])[CH:27]3[CH2:28][CH2:29][CH2:30][N:31]4[N:32]3[C:33](=[O:44])[CH:34]([NH:39][S:40](=[O:41])(=[O:42])[CH3:43])[CH2:35][CH2:36][C:37]4=[O:38])[OH:45])[o:13]2)[c:4]([Cl:8])[cH:5][cH:6][cH:7]1.[Cl:96][CH2:97][Cl:98].[K+:95]>>[Cl:1][c:2]1[c:3](-[c:9]2[cH:10][n:11][c:12]([C:14]([CH:15]([CH2:16][C:17](=[O:18])[O:19][C:20]([CH3:21])([CH3:22])[CH3:23])[NH:24][C:25](=[O:26])[CH:27]3[CH2:28][CH2:29][CH2:30][N:31]4[N:32]3[C:33](=[O:44])[CH:34]([NH:39][S:40](=[O:41])(=[O:42])[CH3:43])[CH2:35][CH2:36][C:37]4=[O:38])=[O:45])[o:13]2)[c:4]([Cl:8])[cH:5][cH:6][cH:7]1. Reactants: C1(CCCCC1)[C@H](C)N ((1S)-1-Cyclohexyl-1-ethylamine), O1CC1(C)C (1,2-epoxy-2-methylpropane). Product: C1(CCCCC1)[C@H](C)NCC(O)(C)C (N-((1S)-1-cyclohexyl-1-ethyl)-N-(2,2-dimethyl-2-hydroxyethyl)amine). As a reaction SMILES: [CH:1]1([C@@H:7]([NH2:9])[CH3:8])[CH2:6][CH2:5][CH2:4][CH2:3][CH2:2]1.[O:10]1[C:12]([CH3:14])([CH3:13])[CH2:11]1>>[CH:1]1([C@@H:7]([NH:9][CH2:11][C:12]([CH3:14])([CH3:13])[OH:10])[CH3:8])[CH2:6][CH2:5][CH2:4][CH2:3][CH2:2]1. Procedure details: (1S)-1-Cyclohexyl-1-ethylamine was reacted with 1,2-epoxy-2-methylpropane according to Method B5b to give N-((1S)-1-cyclohexyl-1-ethyl)-N-(2,2-dimethyl-2-hydroxyethyl)amine. N-((1S)-1-Cyclohexyl-1-ethyl)-N-(2,2-dimethyl-2-hydroxyethyl)amine was reacted with SOCl2 followed by 2,4-dichlorophenyl isothiocyanate according to Method C2f to afford 2-(2,4-dichlorophenylimino)-3-((1S)-1-cyclohexyl-1-ethyl)-5,5-dimethyl-1,3-thiazolidine HCl salt. Starting materials: OC1CN(CC1C(=O)N)CC1=CC=CC=C1 (3-hydroxy-4-aminocarbonyl-1-phenylmethyl pyrrolidine), O (water), [H-].[Al+3].[Li+].[H-].[H-].[H-] (lithium aluminum hydride), ClCCl (dichloromethane). Solvent: O1CCCC1 (tetrahydrofuran), O1CCCC1 (tetrahydrofuran). Yields the product OC1CN(CC1CN)CC1=CC=CC=C1 (3-HYDROXY-4-AMINOMETHYL-1-PHENYLMETHYL PYRROLIDINE). Isolated yield 90.7%. Reaction SMILES: [H-].[Al+3].[Li+].[H-].[H-].[H-].[OH:7][CH:8]1[CH:12]([C:13]([NH2:15])=O)[CH2:11][N:10]([CH2:16][C:17]2[CH:22]=[CH:21][CH:20]=[CH:19][CH:18]=2)[CH2:9]1.ClCCl.O>O1CCCC1>[OH:7][CH:8]1[CH:12]([CH2:13][NH2:15])[CH2:11][N:10]([CH2:16][C:17]2[CH:22]=[CH:21][CH:20]=[CH:19][CH:18]=2)[CH2:9]1 |f:0.1.2.3.4.5|. Procedure: In a dry flask was place 1.34 g (35.0 mmol) of lithium aluminum hydride in 20 ml dry tetrahydrofuran cooled to -5° C. To this suspension was added dropwise 2.58 g (11.7 mmol) of 3-hydroxy-4-aminocarbonyl-1-phenylmethyl pyrrolidine. After completion of addition the suspension was warmed 2 hours under reflux, cooled. It was successively added 35 ml dichloromethane, 50 ml tetrahydrofuran and 2.3 ml water. The suspension was passed through a celite pad. The solvent removed to give 2.19 g (90.8%) of ... Starting materials: FC1=CC=C(C#N)C=C1 (4-fluorobenzonitrile), C(C)(C)N (isopropylamine). The product is C(C)(C)NC1=CC=C(C#N)C=C1 (4-Isopropylaminobenzonitrile). RXN SMILES: F[C:2]1[CH:9]=[CH:8][C:5]([C:6]#[N:7])=[CH:4][CH:3]=1.[CH:10]([NH2:13])([CH3:12])[CH3:11]>>[CH:10]([NH:13][C:2]1[CH:9]=[CH:8][C:5]([C:6]#[N:7])=[CH:4][CH:3]=1)([CH3:12])[CH3:11]. Procedure: According to a similar manner to that in Reference Example 3, the title compound was synthesized from 4-fluorobenzonitrile and isopropylamine.